Dataset: the Open Reaction Database (ORD), a public repository of structured organic reaction records. Task: describe an organic reaction: reactants, conditions, products, and yield The reactants are C1(=CC=CC2=CC=CC=C12)C=O (1-naphthaldehyde), C(=O)C1(C2C(C(CC1)C2)(C)C)C (2-formylpinane), C1OC2=C(O1)C=C(C=C2)C=O (heliotropin), C1CC[C@H]([C@@H](C1)N)N ((1R,2R)-(−)diaminocyclohexane), mesitylaldehyde. Yields the product C1(=CC=CC2=CC=CC=C12)[C@@H](C)N ((R)-α-naphthylethylamine), (R)-(α)-phenylethylamine, CC(C(C)=O)=O (2,3-butanedione). RXN SMILES: C1C[C@@H:5]([NH2:7])[C@H:4](N)CC1.[C:9]1(C=O)[C:18]2C(=CC=CC=2)C=C[CH:10]=1.C1[O:25][C:24]2[CH:26]=[C:27]([CH:30]=O)[CH:28]=[CH:29][C:23]=2[O:22]1.C(C1(C)CCC2CC1C2(C)C)=O>>[C:24]1([C@H:5]([NH2:7])[CH3:4])[C:26]2[C:27](=[CH:30][CH:10]=[CH:9][CH:18]=2)[CH:28]=[CH:29][CH:23]=1.[CH3:26][C:24](=[O:25])[C:23](=[O:22])[CH3:29]. Reported procedure: 10 g of toluene, 1 mmol of a zinc compound such as diethylzinc (Examples 1 to 6 and 9), phenylzinc hydride (Example 7) or zinc hydride (Example 8), and 1 mmol of one of the ligands of the secondary diimine type shown in Table 1 overleaf were added to a 100 ml three-necked flask. The mixture was stirred for 10 min at 20° C., following which 12 g (100 mmol) of acetophenone were added. 6.5 g (100 mmol) of PMHS were then added over a period of 10 minutes, and the solution was stirred continuously fo... The reactants are C(C1=CC=CC=C1)N1N=CC(=C1)C1=NC=2N=C(N(C(C2N1)=O)CCC)Cl (8-(1-benzyl-1H-pyrazol-4-yl)-2-chloro-1-propyl-1,7-dihydro-purin-6-one). Reagents/catalysts: [Pd] (Pd). Run in C(C)O (ethanol). Yields the product C(C1=CC=CC=C1)N1N=CC(=C1)C1=NC=2N=CN(C(C2N1)=O)CCC (8-(1-Benzyl-1H-pyrazol-4-yl)-1-propyl-1,7-dihydro-purin-6-one). Isolated yield 38.2%. As a reaction SMILES: [CH2:1]([N:8]1[CH:12]=[C:11]([C:13]2[NH:21][C:20]3[C:19](=[O:22])[N:18]([CH2:23][CH2:24][CH3:25])[C:17](Cl)=[N:16][C:15]=3[N:14]=2)[CH:10]=[N:9]1)[C:2]1[CH:7]=[CH:6][CH:5]=[CH:4][CH:3]=1>C(O)C.[Pd]>[CH2:1]([N:8]1[CH:12]=[C:11]([C:13]2[NH:21][C:20]3[C:19](=[O:22])[N:18]([CH2:23][CH2:24][CH3:25])[CH:17]=[N:16][C:15]=3[N:14]=2)[CH:10]=[N:9]1)[C:2]1[CH:7]=[CH:6][CH:5]=[CH:4][CH:3]=1. Procedure details: A mixture of 8-(1-benzyl-1H-pyrazol-4-yl)-2-chloro-1-propyl-1,7-dihydro-purin-6-one (0.035 g, 0.094 mmol), Pd\C (10%) (0.025 g), in ethanol (20 ml) were stirred under hydrogen atmosphere for 20 hours. Reaction mixture was filtered through celite bed washed with methanol (20 ml), and the solvents were removed under vacuum. The crude product was purified by column chromatography using silica gel (100-200 mesh) and 2 to 4% methanol in DCM as an eluent to obtain 8-(1-Benzyl-1H-pyrazol-4-yl)-1-propyl...